Dataset: the Open Reaction Database (ORD), a public repository of structured organic reaction records. Task: describe an organic reaction: reactants, conditions, products, and yield Procedure details: To an ice-cooled solution of 5-cyanooxindole (200 mg, 1.26 mmol) in N,N-dimethylformamide (5 mL) was added sodium hydride (60 mg, 1.5 mmol). The reaction mixture was stirred for 25 min whereafter 6-chloro-N-methyl-N-(2-pyrrolidin-1-ylethyl)pyridine-3-sulfonamide (303 mg, 1 mmol) was added. The reaction mixture was heated at 130° C. for 1 h and then allowed to cool to room temperature. An aqueous saturated solution of NaHCO3 (50 mL) was added and the water phase was extracted with ethyl acetate. ... Conditions: temperature 130 celsius. Reactants: ClC1=CC=C(C=N1)S(=O)(=O)N(CCN1CCCC1)C (6-chloro-N-methyl-N-(2-pyrrolidin-1-ylethyl)pyridine-3-sulfonamide), C(=O)(O)[O-].[Na+] (NaHCO3), ice, C(#N)C=1C=C2CC(NC2=CC1)=O (5-cyanooxindole), [H-].[Na+] (sodium hydride). Yields the product Cl.C(#N)C=1C=C2C(=C(NC2=CC1)O)C1=CC=C(C=N1)S(=O)(=O)N(CCN1CCCC1)C (6-(5-Cyano-2-hydroxy-1H-indol-3-yl)-N-methyl-N-(2-pyrrolidin-1-ylethyl)pyridine-3-sulfonamide hydrochloride). RXN SMILES: [C:1]([C:3]1[CH:4]=[C:5]2[C:9](=[CH:10][CH:11]=1)[NH:8][C:7](=[O:12])[CH2:6]2)#[N:2].[H-].[Na+].[Cl:15][C:16]1[N:21]=[CH:20][C:19]([S:22]([N:25]([CH3:33])[CH2:26][CH2:27][N:28]2[CH2:32][CH2:31][CH2:30][CH2:29]2)(=[O:24])=[O:23])=[CH:18][CH:17]=1.C([O-])(O)=O.[Na+]>CN(C)C=O>[ClH:15].[C:1]([C:3]1[CH:4]=[C:5]2[C:9](=[CH:10][CH:11]=1)[NH:8][C:7]([OH:12])=[C:6]2[C:16]1[N:21]=[CH:20][C:19]([S:22]([N:25]([CH3:33])[CH2:26][CH2:27][N:28]2[CH2:32][CH2:31][CH2:30][CH2:29]2)(=[O:24])=[O:23])=[CH:18][CH:17]=1)#[N:2] |f:1.2,4.5,7.8|. Isolated yield 34.6%. Solvent: CN(C=O)C (N,N-dimethylformamide).